Dataset: the Open Reaction Database (ORD), a public repository of structured organic reaction records. Task: describe an organic reaction: reactants, conditions, products, and yield The reactants are CC(=O)O[BH-](OC(C)=O)OC(C)=O, CNCCc1ccccc1, CC(=O)O, ClCCl, O=Cc1ccc(OCCCN2CCCCC2)cc1, [Na+], [Na+], [OH-]. The product is CN(CCc1ccccc1)Cc1ccc(OCCCN2CCCCC2)cc1. As a reaction SMILES: [C:29]([O:30][BH-:31]([O:32][C:33](=[O:34])[CH3:35])[O:36][C:37](=[O:38])[CH3:39])(=[O:40])[CH3:41].[CH3:19][NH:20][CH2:21][CH2:22][c:23]1[cH:24][cH:25][cH:26][cH:27][cH:28]1.[CH3:48][C:49](=[O:50])[OH:51].[Cl:45][CH2:46][Cl:47].[N:1]1([CH2:7][CH2:8][CH2:9][O:10][c:11]2[cH:12][cH:13][c:14]([CH:15]=[O:16])[cH:17][cH:18]2)[CH2:2][CH2:3][CH2:4][CH2:5][CH2:6]1.[Na+:42].[Na+:44].[OH-:43]>>[N:1]1([CH2:7][CH2:8][CH2:9][O:10][c:11]2[cH:12][cH:13][c:14]([CH2:15][N:20]([CH3:19])[CH2:21][CH2:22][c:23]3[cH:24][cH:25][cH:26][cH:27][cH:28]3)[cH:17][cH:18]2)[CH2:2][CH2:3][CH2:4][CH2:5][CH2:6]1. Run in CN(C)C=O (DMF). As a reaction SMILES: [I-].CC(OC([N:9]1[CH:13]=[CH:12][CH:11]=[C:10]1[CH2:14][P+](C1C=CC=CC=1)(C1C=CC=CC=1)C1C=CC=CC=1)=O)(C)C.[H-].[Na+].[I:36][C:37]1[CH:38]=[C:39]2[C:43](=[CH:44][CH:45]=1)[NH:42][C:41](=[O:46])[C:40]2=O.CC(C)=O>CN(C=O)C>[I:36][C:37]1[CH:38]=[C:39]2[C:43](=[CH:44][CH:45]=1)[NH:42][C:41](=[O:46])/[C:40]/2=[CH:14]\[C:10]1[NH:9][CH:13]=[CH:12][CH:11]=1 |f:0.1,2.3|. The product is IC=1C=C2/C(/C(NC2=CC1)=O)=C/C=1NC=CC1 ((Z)-1,3-dihydro-5-iodo-3-[(1H-pyrrol-2-yl)methylene]-2H-indol-2-one). Procedure details: To a solution of [[1-[[(1,1-dimethylethyl)oxy]carbonyl]-1H-pyrrol-2-yl]methyl]triphenylphosphonium iodide (2.3 g, 4.0 mmol) (prepared according to the procedure of: V. H. Rawal et. al., J. Org. Chem. 1987, 52(1), 19-28) in 36 mL DMF at 0° C. under argon, was added slowly NaH (0.13 g, 5.4 mmol). The mixture was stirred at 0° C. for 45 min. The solution was then allowed to warm to room temperature and 5-iodoisatin (1.0 g, 3.66 mmol) was added. The solution was heated at reflux for 15 h, at which t... Run at temperature 0 celsius, time 45 minute. The reactants are [I-].CC(C)(C)OC(=O)N1C(=CC=C1)C[P+](C1=CC=CC=C1)(C1=CC=CC=C1)C1=CC=CC=C1 ([[1-[[(1,1-dimethylethyl)oxy]carbonyl]-1H-pyrrol-2-yl]methyl]triphenylphosphonium iodide), CC(=O)C (acetone), IC=1C=C2C(C(NC2=CC1)=O)=O (5-iodoisatin), [H-].[Na+] (NaH). Reactants: CS(=O)(=O)N (methanesulfonamide), N1C(=NCC1)CN1C=C(C2=CC(=CC=C12)N)S(=O)(=O)C (1-(4,5-Dihydro-1H-imidazol-2-ylmethyl)-3-methanesulfonyl-1H-indol-5-ylamine), CS(=O)(=O)Cl (methane sulfonylchloride). Product: N1C(=NCC1)CN1C=C(C2=CC=CC(=C12)C)S(=O)(=O)C (1-(4,5-Dihydro-1H-imidazol-2-ylmethyl)-3-methanesulfonyl-7-methyl-1H-indole). Reaction SMILES: [CH3:1]S(N)(=O)=O.[NH:6]1[CH2:10][CH2:9][N:8]=[C:7]1[CH2:11][N:12]1[C:20]2[C:15](=[CH:16][C:17](N)=[CH:18][CH:19]=2)[C:14]([S:22]([CH3:25])(=[O:24])=[O:23])=[CH:13]1.CS(Cl)(=O)=O>N1C=CC=CC=1>[NH:6]1[CH2:10][CH2:9][N:8]=[C:7]1[CH2:11][N:12]1[C:20]2[C:15](=[CH:16][CH:17]=[CH:18][C:19]=2[CH3:1])[C:14]([S:22]([CH3:25])(=[O:24])=[O:23])=[CH:13]1. Solvent: N1=CC=CC=C1 (pyridine). Procedure: N-1-(4,5-dihydro-1H-imidazol-2-ylmethyl)-3-methanesulfonyl-1H-indol-5-yl]-methanesulfonamide, mp 232-233° C., was prepared from 1-(4,5-Dihydro-1H-imidazol-2-ylmethyl)-3-methanesulfonyl-1H-indol-5-ylamine by treatment with methane sulfonylchloride and pyridine. The reactants are BrC=1C=NC=CC1CC1C(C2=CC(=C(C=C2CC1)OC)OC)=O (2-[(3-bromo-4-pyridyl)methyl]-6,7-dimethoxy-tetralin-1-one), C(C)OC(=C)[Sn](CCCC)(CCCC)CCCC ((l-ethoxyvinyl)tri(n-butyl)stannane). Product: C(C)(=O)C=1C=NC=CC1CC1C(C2=CC(=C(C=C2CC1)OC)OC)=O (2-[(3-acetyl-4-pyridyl)methyl]-6,7-dimethoxy-tetralin-1-one). As a reaction SMILES: Br[C:2]1[CH:3]=[N:4][CH:5]=[CH:6][C:7]=1[CH2:8][CH:9]1[CH2:18][CH2:17][C:16]2[C:11](=[CH:12][C:13]([O:21][CH3:22])=[C:14]([O:19][CH3:20])[CH:15]=2)[C:10]1=[O:23].[CH2:24]([O:26]C([Sn](CCCC)(CCCC)CCCC)=C)[CH3:25]>>[C:24]([C:2]1[CH:3]=[N:4][CH:5]=[CH:6][C:7]=1[CH2:8][CH:9]1[CH2:18][CH2:17][C:16]2[C:11](=[CH:12][C:13]([O:21][CH3:22])=[C:14]([O:19][CH3:20])[CH:15]=2)[C:10]1=[O:23])(=[O:26])[CH3:25]. Procedure: The title compound 104 is prepared according to the procedure reported in Example 36.5 with compound 100 (175 mg, 0.47 mmol) and (l-ethoxyvinyl)tri(n-butyl)stannane (0.16 mL, 0.47 mmol) as reactants. White solid. (Yield 93.2 g, 58%). Starting materials: COC(=O)C(C)(Br)CCc1cccc(C(=O)c2ccccc2)c1, Cl, c1ccc2ncccc2c1. Yields the product COC(=O)C(C)=CCc1cccc(C(=O)c2ccccc2)c1. As a reaction SMILES: [C:1]([c:2]1[cH:3][cH:4][cH:5][cH:6][cH:7]1)(=[O:8])[c:9]1[cH:10][c:11]([CH2:15][CH2:16][C:17]([C:18](=[O:19])[O:20][CH3:21])([Br:22])[CH3:23])[cH:12][cH:13][cH:14]1.[ClH:34].[cH:24]1[cH:25][c:26]2[c:27]([n:28][cH:29][cH:30][cH:31]2)[cH:32][cH:33]1>>[C:1]([c:2]1[cH:3][cH:4][cH:5][cH:6][cH:7]1)(=[O:8])[c:9]1[cH:10][c:11]([CH2:15][CH:16]=[C:17]([C:18](=[O:19])[O:20][CH3:21])[CH3:23])[cH:12][cH:13][cH:14]1. Reactants: CCOCC (ether), [Mg] (magnesium), ClC1=CC=C(C=C1)C1(CC1)C#N (1-(4-chlorophenyl)-1-cyclopropanecarbonitrile), CCOCC (ether), II (iodine), BrC1CCCC1 (bromocyclopentane), Cl (hydrochloric acid), CCOCC (ether). Product: C1(CCCC1)C(=O)C1(CC1)C1=CC=C(C=C1)Cl (4-[1-(cyclopentylcarbonyl)cyclopropyl]-chlorobenzene). RXN SMILES: [Mg].II.Br[CH:5]1[CH2:9][CH2:8][CH2:7][CH2:6]1.[Cl:10][C:11]1[CH:16]=[CH:15][C:14]([C:17]2([C:20]#N)[CH2:19][CH2:18]2)=[CH:13][CH:12]=1.Cl.CC[O:25]CC>>[CH:5]1([C:20]([C:17]2([C:14]3[CH:15]=[CH:16][C:11]([Cl:10])=[CH:12][CH:13]=3)[CH2:19][CH2:18]2)=[O:25])[CH2:9][CH2:8][CH2:7][CH2:6]1. Procedure details: 2.4 g (0.1 mol) of magnesium chips are suspended in 10 ml ether. After the addition of a spatula-tip of iodine, 14.9 g (0.1 mol) of bromocyclopentane are slowly added dropwise to 40 ml of ether, the reaction being started off initially by gentle heating. After the addition has ended the mixture is refluxed for 30 minutes. Then a solution of 14.0 g (0.08 mol) of 1-(4-chlorophenyl)-1-cyclopropanecarbonitrile in 75 ml ether is added and refluxed for a further 3 hours. The reaction solution is poure... Yields the product C(C1=CC=CC=C1)OC[C@H](C(=O)N1CC2(CC1)C(N(CC2C2=CC=CC=C2)C)=O)NC(C(C)(C)NC(OC(C)(C)C)=O)=O (tert-Butyl 1-((2R)-3-(benzyloxy)-1-(7-methyl-6-oxo-9-phenyl-2,7-diazaspiro[4.4]nonan-2-yl)-1-oxopropan-2-ylamino)-2-methyl-1-oxopropan-2-ylcarbamate). As a reaction SMILES: [CH2:1]([O:8][CH2:9][C@@H:10]([NH:14][C:15](=[O:27])[C:16]([NH:19][C:20]([O:22][C:23]([CH3:26])([CH3:25])[CH3:24])=[O:21])([CH3:18])[CH3:17])[C:11](O)=[O:12])[C:2]1[CH:7]=[CH:6][CH:5]=[CH:4][CH:3]=1.C[CH2:29][N:30]([CH:34]([CH3:36])C)[CH:31]([CH3:33])C.C(P1(=O)OP(CCC)(=O)OP([CH2:51][CH2:52][CH3:53])(=O)O1)CC.[OH2:55]>CN(C=O)C>[CH2:1]([O:8][CH2:9][C@@H:10]([NH:14][C:15](=[O:27])[C:16]([NH:19][C:20](=[O:21])[O:22][C:23]([CH3:25])([CH3:26])[CH3:24])([CH3:18])[CH3:17])[C:11]([N:14]1[CH2:10][CH2:9][C:36]2([CH:33]([C:51]3[CH:52]=[CH:53][CH:3]=[CH:2][CH:1]=3)[CH2:31][N:30]([CH3:29])[C:34]2=[O:55])[CH2:15]1)=[O:12])[C:2]1[CH:7]=[CH:6][CH:5]=[CH:4][CH:3]=1. Reaction conditions: time 3 day. The solvent is CN(C)C=O (DMF). Procedure: To a solution of (R)-3-(benzyloxy)-2-(2-(tert-butoxycarbonylamino)-2-methyl propanamido) propanoic acid (Intermediate 3A) ((280 mg, 0.736 mmol) and 2-methyl-4-phenyl-2,7-diazaspiro[4.4]nonan-1-one (step 2) (170 mg, 0.736 mmol)) in DMF (5 mL) was added DIPEA (514 uL, 2.94) and followed by ®T3P (amide coupling agent 50% in DMF, 859 uL, 1.47 mmol). The reaction was stirred at room temperature over 3 days. The resulting mixture was diluted with water (50 ml) and extracted with EtOAc (2×100 ml). The ... Reactants: C(CC)P1(OP(OP(O1)(=O)CCC)(=O)CCC)=O (T3P), O (water), C(C1=CC=CC=C1)OC[C@H](C(=O)O)NC(C(C)(C)NC(=O)OC(C)(C)C)=O ((R)-3-(benzyloxy)-2-(2-(tert-butoxycarbonylamino)-2-methyl propanamido)propanoic acid), C(C1=CC=CC=C1)OC[C@H](C(=O)O)NC(C(C)(C)NC(=O)OC(C)(C)C)=O ((R)-3-(benzyloxy)-2-(2-(tert-butoxycarbonylamino)-2-methyl propanamido)propanoic acid), CCN(C(C)C)C(C)C (DIPEA). The yield is 68.8%. Yields the product BrC1=C(C=CC(=C1)F)C1(CCNCC1)COCC=1C=C(C=C(C1)C(F)(F)F)C1=CC=C(C=C1)C#N (3′-(((4-(2-bromo-4-fluorophenyl)piperidin-4-yl)methoxy)methyl)-5′-(trifluoromethyl)biphenyl-4-carbonitrile). Reactants: BrC1=C(C=CC(=C1)F)C1(CCN(CC1)C(=O)OC(C)(C)C)COCC=1C=C(C=C(C1)C(F)(F)F)C1=CC=C(C=C1)C#N (tert-butyl 4-(2-bromo-4-fluorophenyl)-4-(((4′-cyano-5-(trifluoromethyl)biphenyl-3-yl)methoxy)methyl)piperidine-1-carboxylate). As a reaction SMILES: [Br:1][C:2]1[CH:7]=[C:6]([F:8])[CH:5]=[CH:4][C:3]=1[C:9]1([CH2:22][O:23][CH2:24][C:25]2[CH:26]=[C:27]([C:35]3[CH:40]=[CH:39][C:38]([C:41]#[N:42])=[CH:37][CH:36]=3)[CH:28]=[C:29]([C:31]([F:34])([F:33])[F:32])[CH:30]=2)[CH2:14][CH2:13][N:12](C(OC(C)(C)C)=O)[CH2:11][CH2:10]1>ClCCl.FC(F)(F)C(O)=O>[Br:1][C:2]1[CH:7]=[C:6]([F:8])[CH:5]=[CH:4][C:3]=1[C:9]1([CH2:22][O:23][CH2:24][C:25]2[CH:26]=[C:27]([C:35]3[CH:40]=[CH:39][C:38]([C:41]#[N:42])=[CH:37][CH:36]=3)[CH:28]=[C:29]([C:31]([F:34])([F:32])[F:33])[CH:30]=2)[CH2:14][CH2:13][NH:12][CH2:11][CH2:10]1. The solvent is ClCCl (dichloromethane), FC(C(=O)O)(F)F (trifluoroacetic acid). Procedure details: A solution of tert-butyl 4-(2-bromo-4-fluorophenyl)-4-(((4′-cyano-5-(trifluoromethyl)biphenyl-3-yl)methoxy)methyl)piperidine-1-carboxylate (50 mg, 0.077 mmol) in dichloromethane (0.5 mL) and trifluoroacetic acid (2 mL) was stirred at ambient temperature for 3 hours. The reaction was evaporated to dryness and the resulting residue was purified by chromatography on silica with gradient of methanol/dichloromethane of 2% to 10%. The product 3′-(((4-(2-bromo-4-fluorophenyl)piperidin-4-yl)methoxy)meth... Reactants: BrCCOC1=CC=C(C=C1)C(=C(C(F)(F)F)C1=CC=CC=C1)C1=CC=C(C=C1)F (1-[4-(2-bromoethoxy)-phenyl]-2-phenyl-3,3,3-trifluoro-1-(4-fluorophenyl)-propene), N1CCOCC1 (morpholine). Product: C1(=CC=CC=C1)C(=C(C1=CC=C(C=C1)OCCN1CCOCC1)C1=CC=C(C=C1)F)C(F)(F)F (2-phenyl-3,3,3-trifluoro-1-(4-fluorophenyl)-1-[4-(2-morpholinoethoxy)-phenyl]-propene). Isolated yield 92.0%. RXN SMILES: Br[CH2:2][CH2:3][O:4][C:5]1[CH:10]=[CH:9][C:8]([C:11]([C:23]2[CH:28]=[CH:27][C:26]([F:29])=[CH:25][CH:24]=2)=[C:12]([C:17]2[CH:22]=[CH:21][CH:20]=[CH:19][CH:18]=2)[C:13]([F:16])([F:15])[F:14])=[CH:7][CH:6]=1.[NH:30]1[CH2:35][CH2:34][O:33][CH2:32][CH2:31]1>>[C:17]1([C:12]([C:13]([F:16])([F:15])[F:14])=[C:11]([C:23]2[CH:28]=[CH:27][C:26]([F:29])=[CH:25][CH:24]=2)[C:8]2[CH:9]=[CH:10][C:5]([O:4][CH2:3][CH2:2][N:30]3[CH2:35][CH2:34][O:33][CH2:32][CH2:31]3)=[CH:6][CH:7]=2)[CH:22]=[CH:21][CH:20]=[CH:19][CH:18]=1. Reported procedure: 3.25 g (7 mmoles) of 1-[4-(2-bromoethoxy)-phenyl]-2-phenyl-3,3,3-trifluoro-1-(4-fluorophenyl)-propene are reacted with morpholine as described in Example 1. The product is crystallized from hexane. 3.03 g (92%) of the aimed compound are obtained; m.p.: 95°-96° C.